Dataset: the Open Reaction Database (ORD), a public repository of structured organic reaction records. Task: describe an organic reaction: reactants, conditions, products, and yield Starting materials: COc1ccc(CCI)cc1OC, CN(C)C=O, ClCCl, [H-], [Na+], CC(C)c1ccc(CO)c(=O)c(O)c1. RXN SMILES: [CH3:17][O:18][c:19]1[cH:20][c:21]([CH2:22][CH2:23][I:24])[cH:25][cH:26][c:27]1[O:28][CH3:29].[CH3:30][N:31]([CH3:32])[CH:33]=[O:34].[Cl:35][CH2:36][Cl:37].[H-:15].[Na+:16].[OH:1][c:2]1[c:3](=[O:14])[c:4]([CH2:12][OH:13])[cH:5][cH:6][c:7]([CH:9]([CH3:10])[CH3:11])[cH:8]1>>[O:1]([c:2]1[c:3](=[O:14])[c:4]([CH2:12][OH:13])[cH:5][cH:6][c:7]([CH:9]([CH3:10])[CH3:11])[cH:8]1)[CH2:23][CH2:22][c:21]1[cH:20][c:19]([O:18][CH3:17])[c:27]([O:28][CH3:29])[cH:26][cH:25]1. Product: COc1ccc(CCOc2cc(C(C)C)ccc(CO)c2=O)cc1OC. Solvent: C(C)(=O)OCC (ethyl acetate). Reactants: C(C)N(CCOC1=C(C(=O)OCC)C=C(C=C1)[N+](=O)[O-])CC (ethyl 2-(2-diethylaminoethoxy)-5-nitrobenzoate), ClCCl.CO.N (dichloromethane methanol ammonia). Procedure details: Prepared analogously to Example 3.1.b. from 0.30 g ethyl 2-(2-diethylaminoethoxy)-5-nitrobenzoate in ethyl acetate. Yield: 0.27 g (100% of theory); C15H24N2O3 (M=280.37); calc.: molecular ion peak (M+H)+: 281; found: molecular ion peak (M+H)+: 281; Rf value: 0.40 (silica gel, dichloromethane/methanol/ammonia (39:1:0.1)). The product is NC=1C=CC(=C(C(=O)OCC)C1)OCCN(CC)CC (Ethyl 5-amino-2-(2-diethylaminoethoxy)benzoate). Reaction SMILES: [CH2:1]([N:3]([CH2:21][CH3:22])[CH2:4][CH2:5][O:6][C:7]1[CH:17]=[CH:16][C:15]([N+:18]([O-])=O)=[CH:14][C:8]=1[C:9]([O:11][CH2:12][CH3:13])=[O:10])[CH3:2].ClCCl.CO.N>C(OCC)(=O)C>[NH2:18][C:15]1[CH:16]=[CH:17][C:7]([O:6][CH2:5][CH2:4][N:3]([CH2:21][CH3:22])[CH2:1][CH3:2])=[C:8]([CH:14]=1)[C:9]([O:11][CH2:12][CH3:13])=[O:10] |f:1.2.3|. Reactants: Br\C(=C/C(=O)OC)\C (methyl 3-bromocrotonate), C(C1=CC=CC=C1)NCCNCC1=CC=CC=C1 (N,N′-dibenzylethylenediamine). Run in C(C)N(CC)CC (triethylamine), C1(=CC=CC=C1)C (toluene), C(C)N(CC)CC (triethylamine). Reaction conditions: time 24 hour. Yields the product C(C1=CC=CC=C1)N1C(CN(CC1)CC1=CC=CC=C1)CC(=O)OC (1,4-Dibenzyl-2-methoxycarbonylmethylpiperazine). RXN SMILES: Br/[C:2](/[CH3:8])=[CH:3]\[C:4]([O:6][CH3:7])=[O:5].[CH2:9]([NH:16][CH2:17][CH2:18][NH:19][CH2:20][C:21]1[CH:26]=[CH:25][CH:24]=[CH:23][CH:22]=1)[C:10]1[CH:15]=[CH:14][CH:13]=[CH:12][CH:11]=1>C1(C)C=CC=CC=1.C(N(CC)CC)C>[CH2:9]([N:16]1[CH2:17][CH2:18][N:19]([CH2:20][C:21]2[CH:26]=[CH:25][CH:24]=[CH:23][CH:22]=2)[CH2:8][CH:2]1[CH2:3][C:4]([O:6][CH3:7])=[O:5])[C:10]1[CH:11]=[CH:12][CH:13]=[CH:14][CH:15]=1. Procedure details: In toluene (250 ml), N,N′-dibenzylethylenediamine (12 ml) and triethylamine (12 ml) were dissolved, followed by the dropwise addition of methyl 3-bromocrotonate (7.0 ml) under ice cooling. The resulting mixture was stirred at room temperature for 24 hours. After the addition of triethylamine (2.0 ml), the resulting mixture was stirred at room temperature for 71 hours. The insoluble matter was filtered off and the filtrate was distilled under reduced pressure. The residue was added with 10% hydro... Reactants: O=c1[nH]ncn1CC(F)(F)F, CC(O)C1(c2ccc(F)cc2F)CO1. Product: CC(n1ncn(CC(F)(F)F)c1=O)C1(c2ccc(F)cc2F)CO1. As a reaction SMILES: [F:15][C:16]([CH2:17][n:18]1[c:19](=[O:23])[nH:20][n:21][cH:22]1)([F:24])[F:25].[F:1][c:2]1[c:3]([C:9]2([CH:12]([CH3:13])[OH:14])[O:10][CH2:11]2)[cH:4][cH:5][c:6]([F:8])[cH:7]1>>[F:1][c:2]1[c:3]([C:9]2([CH:12]([CH3:13])[n:20]3[c:19](=[O:23])[n:18]([CH2:17][C:16]([F:15])([F:24])[F:25])[cH:22][n:21]3)[O:10][CH2:11]2)[cH:4][cH:5][c:6]([F:8])[cH:7]1. The reactants are O=C(NC1CC1)C(C)C. The reagents and catalysts are O1BOC(C)(C)C1(C)C, N=1C=C(C(=C2C=CC3=C(N=CC(=C3C)C)C12)C)C, C[OH2+].C[OH2+].C1CC=CCCC=C1.C1CC=CCCC=C1.[Ir].[Ir]. The solvent is C1CCCCC1. Run at temperature 80 celsius, time 18 hour. Yields the product O=C(NC1CC1B2OC(C)(C)C(O2)(C)C)C(C)C. Isolated yield 7.0%. Procedure details: 1b (200 mg, 1.6 mmol) and HBpin (0.34 mL, 2.4 mmol) were used. Purification was performed by MPLC (hexane/ethyl acetate = 7:3 to 3:7) to afford a mixture of 1b and 2b (NMR yield 7%). The mixture was purified again by GPC to afford 2b as a white solid. Reactants: C(#N)C1(OC(C=2C1=NC=CC2C=2OC=CC2)=O)C2=NC(=CC(=N2)OC)OC (7-cyano-7-(4,6-dimethoxypyrimidin-2-yl)-4-(2-furyl)furo[3,4-b]pyridin-5(7H)one), O1CCCC1 (tetrahydrofuran), [OH-].[Na+] (sodium hydroxide). The solvent is O (water). Product: COC1=NC(=NC(=C1)OC)C1(OC(C=2C1=NC=CC2C=2OC=CC2)=O)O (7-(4,6-dimethoxypyrimidin-2-yl)-4-(2-furyl)-7-hydroxyfuro[3,4-b]pyridin-5(7H)one). The yield is 94.6%. As a reaction SMILES: C([C:3]1([C:18]2[N:23]=[C:22]([O:24][CH3:25])[CH:21]=[C:20]([O:26][CH3:27])[N:19]=2)[C:7]2=[N:8][CH:9]=[CH:10][C:11]([C:12]3[O:13][CH:14]=[CH:15][CH:16]=3)=[C:6]2[C:5](=[O:17])[O:4]1)#N.[O:28]1CCCC1.[OH-].[Na+]>O>[CH3:25][O:24][C:22]1[CH:21]=[C:20]([O:26][CH3:27])[N:19]=[C:18]([C:3]2([OH:28])[C:7]3=[N:8][CH:9]=[CH:10][C:11]([C:12]4[O:13][CH:14]=[CH:15][CH:16]=4)=[C:6]3[C:5](=[O:17])[O:4]2)[N:23]=1 |f:2.3|. Reported procedure: 0.42 g of 7-cyano-7-(4,6-dimethoxypyrimidin-2-yl)-4-(2-furyl)furo[3,4-b]pyridin-5(7H)one was weighed out, and 14 ml of tetrahydrofuran was added thereto. The mixture was stirred under cooling with ice. 14 ml of 0.25N sodium hydroxide aqueous solution was added thereto dropwise, and the mixture was stirred at room temperature for 30 minutes. The mixture was poured into water, and the aqueous layer was washed with ethyl acetate twice, acidified with 10% hydrochloric acid and extracted with 100 ml ... Reactants: Cl (hydrochloric acid), FC1=CC=C2C(C(=CN(C2=C1C)[C@H]1[C@H](C1)F)C(=O)OCC)=O (Ethyl 7-fluoro-1-[2-(S)-fluoro-1-(R)-cyclopropyl]-1,4-dihydro-8-methyl-4-oxoquinoline-3-carboxylate), ice water. Solvent: C(C)(=O)O (acetic acid). The product is FC1=CC=C2C(C(=CN(C2=C1C)[C@H]1[C@H](C1)F)C(=O)O)=O (7-fluoro-1-[2-(S)-fluoro-1-(R)-cyclopropyl]-1,4-dihydro-8-methyl-4-oxoquinoline-3-carboxylic acid). The yield is 92.7%. RXN SMILES: [F:1][C:2]1[C:11]([CH3:12])=[C:10]2[C:5]([C:6](=[O:22])[C:7]([C:17]([O:19]CC)=[O:18])=[CH:8][N:9]2[C@@H:13]2[CH2:15][C@@H:14]2[F:16])=[CH:4][CH:3]=1.Cl>C(O)(=O)C>[F:1][C:2]1[C:11]([CH3:12])=[C:10]2[C:5]([C:6](=[O:22])[C:7]([C:17]([OH:19])=[O:18])=[CH:8][N:9]2[C@@H:13]2[CH2:15][C@@H:14]2[F:16])=[CH:4][CH:3]=1. Procedure details: Ethyl 7-fluoro-1-[2-(S)-fluoro-1-(R)-cyclopropyl]-1,4-dihydro-8-methyl-4-oxoquinoline-3-carboxylate (1.40 g, 4.56 mmol) was dissolved in acetic acid (4 ml), and after adding concentrated hydrochloric acid (4 ml) thereto, it was heated under reflux for 3 hours. After cooling, the reaction solution was poured into ice water (50 ml) and the precipitated crystals were filtered out. After washing the filtered-out crystals with an excess amount of water, washing in cold ethanol and washing in diethyl ...